Task: describe an organic reaction: reactants, conditions, products, and yield. Dataset: the Open Reaction Database (ORD), a public repository of structured organic reaction records Starting materials: CCOC(=O)C=C(C)c1ccc(-c2cc(OC)ccc2OC)cc1, CC(C)C[AlH]CC(C)C. Yields the product COc1ccc(OC)c(-c2ccc(C(C)=CCO)cc2)c1. As a reaction SMILES: [CH3:10][O:11][c:12]1[c:13](-[c:20]2[cH:21][cH:22][c:23]([C:26](=[CH:27][C:28](=[O:29])[O:30][CH2:31][CH3:32])[CH3:33])[cH:24][cH:25]2)[cH:14][c:15]([O:18][CH3:19])[cH:16][cH:17]1.[CH3:1][CH:2]([CH2:3][AlH:4][CH2:5][CH:6]([CH3:7])[CH3:8])[CH3:9]>>[CH3:10][O:11][c:12]1[c:13](-[c:20]2[cH:21][cH:22][c:23]([C:26](=[CH:27][CH2:28][OH:29])[CH3:33])[cH:24][cH:25]2)[cH:14][c:15]([O:18][CH3:19])[cH:16][cH:17]1. Starting materials: CC(=O)[O-], CC(=O)[O-], ClCCl, [Cu+2], CC(C)(C)OC(=O)N1CC(n2c(=O)[nH]c3c(N)ncnc32)C1, OB(O)Oc1ccc(Oc2ccccc2)cc1, c1ccncc1. The product is CC(C)(C)OC(=O)N1CC(n2c(=O)n(-c3ccc(Oc4ccccc4)cc3)c3c(N)ncnc32)C1. RXN SMILES: [C:46]([O-:47])(=[O:48])[CH3:49].[C:51]([O-:52])(=[O:53])[CH3:54].[Cl:55][CH2:56][Cl:57].[Cu+2:50].[NH2:24][c:25]1[c:26]2[nH:27][c:28](=[O:45])[n:29]([CH:34]3[CH2:35][N:36]([C:38](=[O:39])[O:40][C:41]([CH3:42])([CH3:43])[CH3:44])[CH2:37]3)[c:30]2[n:31][cH:32][n:33]1.[O:1]([c:2]1[cH:3][cH:4][cH:5][cH:6][cH:7]1)[c:8]1[cH:9][cH:10][c:11]([O:14][B:15]([OH:16])[OH:17])[cH:12][cH:13]1.[cH:18]1[cH:19][cH:20][n:21][cH:22][cH:23]1>>[O:1]([c:2]1[cH:3][cH:4][cH:5][cH:6][cH:7]1)[c:8]1[cH:9][cH:10][c:11](-[n:27]2[c:26]3[c:25]([NH2:24])[n:33][cH:32][n:31][c:30]3[n:29]([CH:34]3[CH2:35][N:36]([C:38](=[O:39])[O:40][C:41]([CH3:42])([CH3:43])[CH3:44])[CH2:37]3)[c:28]2=[O:45])[cH:12][cH:13]1.